Dataset: the Open Reaction Database (ORD), a public repository of structured organic reaction records. Task: describe an organic reaction: reactants, conditions, products, and yield Starting materials: CC(C)CCCCCCC(=O)O, COc1ccc(CO)cc1, CCCCCC, O. Product: COc1ccc(COC(=O)CCCCCCC(C)C)cc1. Reaction SMILES: [CH3:11][CH:12]([CH2:13][CH2:14][CH2:15][CH2:16][CH2:17][CH2:18][C:19](=[O:20])[OH:21])[CH3:22].[CH3:1][O:2][c:3]1[cH:4][cH:5][c:6]([CH2:7][OH:8])[cH:9][cH:10]1.[CH3:24][CH2:25][CH2:26][CH2:27][CH2:28][CH3:29].[OH2:23]>>[CH3:1][O:2][c:3]1[cH:4][cH:5][c:6]([CH2:7][O:8][C:19]([CH2:18][CH2:17][CH2:16][CH2:15][CH2:14][CH2:13][CH:12]([CH3:11])[CH3:22])=[O:20])[cH:9][cH:10]1.